From a dataset of the Open Reaction Database (ORD), a public repository of structured organic reaction records. describe an organic reaction: reactants, conditions, products, and yield The reactants are COC(=O)CCc1cc(C(C)(C)C)c(O)c(C(C)(C)C)c1, CCCCCCCCCCCCCCCCCCO. Yields the product CCCCCCCCCCCCCCCCCCOC(=O)CCc1cc(C(C)(C)C)c(O)c(C(C)(C)C)c1. Reaction SMILES: [C:20]([CH3:21])([CH3:22])([CH3:23])[c:24]1[cH:25][c:26]([CH2:27][CH2:28][C:29](=[O:30])[O:31][CH3:32])[cH:33][c:34]([C:37]([CH3:38])([CH3:39])[CH3:40])[c:35]1[OH:36].[CH2:1]([CH2:2][CH2:3][CH2:4][CH2:5][CH2:6][CH2:7][CH2:8][CH2:9][CH2:10][CH2:11][CH2:12][CH2:13][CH2:14][CH2:15][CH2:16][CH2:17][CH3:18])[OH:19]>>[CH2:1]([CH2:2][CH2:3][CH2:4][CH2:5][CH2:6][CH2:7][CH2:8][CH2:9][CH2:10][CH2:11][CH2:12][CH2:13][CH2:14][CH2:15][CH2:16][CH2:17][CH3:18])[O:19][C:29]([CH2:28][CH2:27][c:26]1[cH:25][c:24]([C:20]([CH3:21])([CH3:22])[CH3:23])[c:35]([OH:36])[c:34]([C:37]([CH3:38])([CH3:39])[CH3:40])[cH:33]1)=[O:30]. Starting materials: C1CCOC1, COC(=O)C(Cc1ccc(-c2ccc(Oc3ccccc3)cc2)cc1)NC(=O)c1cc(Br)ccc1O, CO, [Li+], [OH-]. Product: O=C(NC(Cc1ccc(-c2ccc(Oc3ccccc3)cc2)cc1)C(=O)O)c1cc(Br)ccc1O. Reaction SMILES: [CH2:39]1[O:40][CH2:41][CH2:42][CH2:43]1.[CH3:1][O:2][C:3]([CH:4]([CH2:5][c:6]1[cH:7][cH:8][c:9](-[c:12]2[cH:13][cH:14][c:15]([O:18][c:19]3[cH:20][cH:21][cH:22][cH:23][cH:24]3)[cH:16][cH:17]2)[cH:10][cH:11]1)[NH:25][C:26]([c:27]1[c:28]([OH:34])[cH:29][cH:30][c:31]([Br:33])[cH:32]1)=[O:35])=[O:36].[CH3:44][OH:45].[Li+:38].[OH-:37]>>[O:2]=[C:3]([CH:4]([CH2:5][c:6]1[cH:7][cH:8][c:9](-[c:12]2[cH:13][cH:14][c:15]([O:18][c:19]3[cH:20][cH:21][cH:22][cH:23][cH:24]3)[cH:16][cH:17]2)[cH:10][cH:11]1)[NH:25][C:26]([c:27]1[c:28]([OH:34])[cH:29][cH:30][c:31]([Br:33])[cH:32]1)=[O:35])[OH:36].